Dataset: the Open Reaction Database (ORD), a public repository of structured organic reaction records. Task: describe an organic reaction: reactants, conditions, products, and yield The reactants are CN1CCN(CC1)C1=CC=C(C=C1)C=1NC(C(C#N)=CC1)=O (6-[p-(4-methyl-1-piperazinyl)phenyl]-1,2-dihydro-2-oxonicotinonitrile), [OH-].[K+] (potassium hydroxide), IC (iodomethane). The solvent is C(C)O (ethanol). The product is CN1CCN(CC1)C1=CC=C(C=C1)C=1N(C(C(C#N)=CC1)=O)C (6-[p-(4-methyl-1-piperazinyl)phenyl]-1,2-dihydro-1-methyl-2-oxonicotinonitrile). Reaction SMILES: [CH3:1][N:2]1[CH2:7][CH2:6][N:5]([C:8]2[CH:13]=[CH:12][C:11]([C:14]3[NH:15][C:16](=[O:22])[C:17](=[CH:20][CH:21]=3)[C:18]#[N:19])=[CH:10][CH:9]=2)[CH2:4][CH2:3]1.[OH-].[K+].I[CH3:26]>C(O)C>[CH3:1][N:2]1[CH2:7][CH2:6][N:5]([C:8]2[CH:9]=[CH:10][C:11]([C:14]3[N:15]([CH3:26])[C:16](=[O:22])[C:17](=[CH:20][CH:21]=3)[C:18]#[N:19])=[CH:12][CH:13]=2)[CH2:4][CH2:3]1 |f:1.2|. Procedure details: A mixture of 9.1 g. of 6-[p-(4-methyl-1-piperazinyl)phenyl]-1,2-dihydro-2-oxonicotinonitrile, 2.0 g. of potassium hydroxide, 5.0 ml. of iodomethane and 250 ml. of absolute ethanol is stirred and heated at reflux for 5 hours, then evaporated at reduced pressure. The residue is washed thoroughly with warm water, then dried, to give 6-[p-(4-methyl-1-piperazinyl)phenyl]-1,2-dihydro-1-methyl-2-oxonicotinonitrile as the remaining solid. Reported procedure: To a 0° C. mixture of 2-methylfuran (0.18 mL, 2.04 mmol) and Et2O (2 mL) is added 1.6 M t-Bu-Li in hexane (1.30 mL, 2.14 mmol). The mixture is heated at a reflux for 30 minutes, cooled to 0° C., and 0.5 M ZnCl2 in THF (4.3 mL, 2.14 mmol) is added and the solution warmed to ambient temperature. 3-(5-bromo-3-methyl-thiophen-2-yl)-8-(1-ethyl-propyl)-2,6-dimethyl-imidazo[1,2-b]pyridazine (0.40 g, 1.02 mmol) and PdCl2(dppf) (0.037 g, 0.051 mmol) is added and mixture is stirred at 65° C. overnight, di... The yield is 50.0%. Run in CCOCC (Et2O), CCOC(=O)C (EtOAc). Yields the product C(C)C(CC)C=1C=2N(N=C(C1)C)C(=C(N2)C)C=2SC(=CC2C)C=2OC(=CC2)C (8-(1-ethyl-propyl)-2,6-dimethyl-3-[3-methyl-5-(5-methyl-furan-2-yl)-thiophen-2-yl]-imidazo[1,2-b]pyridazine). Conditions: temperature 0 celsius, time 8 hour. Reactants: C1CCOC1 (THF), C(C)(C)(C)[Li] (t-Bu-Li), CCCCCC (hexane), BrC1=CC(=C(S1)C1=C(N=C2N1N=C(C=C2C(CC)CC)C)C)C (3-(5-bromo-3-methyl-thiophen-2-yl)-8-(1-ethyl-propyl)-2,6-dimethyl-imidazo[1,2-b]pyridazine), CC=1OC=CC1 (2-methylfuran). The reagents and catalysts are [Cl-].[Cl-].[Zn+2] (ZnCl2), C1=CC=C(C=C1)P([C-]2C=CC=C2)C3=CC=CC=C3.C1=CC=C(C=C1)P([C-]2C=CC=C2)C3=CC=CC=C3.Cl[Pd]Cl.[Fe+2] (PdCl2(dppf)). Reaction SMILES: [CH3:1][C:2]1[O:3][CH:4]=[CH:5][CH:6]=1.C([Li])(C)(C)C.CCCCCC.C1COCC1.Br[C:24]1[S:28][C:27]([C:29]2[N:33]3[N:34]=[C:35]([CH3:43])[CH:36]=[C:37]([CH:38]([CH2:41][CH3:42])[CH2:39][CH3:40])[C:32]3=[N:31][C:30]=2[CH3:44])=[C:26]([CH3:45])[CH:25]=1>CCOC(C)=O.[Cl-].[Cl-].[Zn+2].C1C=CC(P(C2C=CC=CC=2)[C-]2C=CC=C2)=CC=1.C1C=CC(P(C2C=CC=CC=2)[C-]2C=CC=C2)=CC=1.Cl[Pd]Cl.[Fe+2].CCOCC>[CH2:39]([CH:38]([C:37]1[C:32]2[N:33]([C:29]([C:27]3[S:28][C:24]([C:4]4[O:3][C:2]([CH3:1])=[CH:6][CH:5]=4)=[CH:25][C:26]=3[CH3:45])=[C:30]([CH3:44])[N:31]=2)[N:34]=[C:35]([CH3:43])[CH:36]=1)[CH2:41][CH3:42])[CH3:40] |f:6.7.8,9.10.11.12|. Starting materials: CCOC(=O)C=Nc1cccc(Nc2ncc(F)c(Nc3ccc4c(c3)OCCO4)n2)c1, CO, Cl, [Li+], [OH-], O. The product is O=C(O)C=Nc1cccc(Nc2ncc(F)c(Nc3ccc4c(c3)OCCO4)n2)c1. As a reaction SMILES: [CH2:1]([CH3:2])[O:3][C:4](=[O:5])[CH:6]=[N:7][c:8]1[cH:9][c:10]([NH:14][c:15]2[n:16][cH:17][c:18]([F:32])[c:19]([NH:21][c:22]3[cH:23][c:24]4[c:25]([cH:26][cH:27]3)[O:28][CH2:29][CH2:30][O:31]4)[n:20]2)[cH:11][cH:12][cH:13]1.[CH3:36][OH:37].[ClH:35].[Li+:34].[OH-:33].[OH2:38]>>[O:3]=[C:4]([OH:5])[CH:6]=[N:7][c:8]1[cH:9][c:10]([NH:14][c:15]2[n:16][cH:17][c:18]([F:32])[c:19]([NH:21][c:22]3[cH:23][c:24]4[c:25]([cH:26][cH:27]3)[O:28][CH2:29][CH2:30][O:31]4)[n:20]2)[cH:11][cH:12][cH:13]1. The reactants are C12C(C3CC(CC(C1)C3)C2)NC(=O)C=2C=NN(C2SCCC)C2=CC=C(C(=O)OC)C=C2 (Methyl 4-[4-(2-adamantylcarbamoyl)-5-propylsulfanyl-pyrazol-1-yl]benzoate), C12C(C3CC(CC(C1)C3)C2)NC(=O)C=2C=NN(C2SCCC)C2=CC=C(C(=O)OC)C=C2 (Methyl 4-[4-(2-adamantylcarbamoyl)-5-propylsulfanyl-pyrazol-1-yl]benzoate), [OH-].[Na+] (sodium hydroxide). Run in CO (methanol). Reaction conditions: time 18 hour. Product: C12C(C3CC(CC(C1)C3)C2)NC(=O)C=2C=NN(C2SCCC)C2=CC=C(C(=O)O)C=C2 (4-[4-(2-Adamantylcarbamoyl)-5-propylsulfanyl-pyrazol-1-yl]benzoic acid). Reaction SMILES: [CH:1]12[CH2:10][CH:5]3[CH2:6][CH:7]([CH2:9][CH:3]([CH2:4]3)[CH:2]1[NH:11][C:12]([C:14]1[CH:15]=[N:16][N:17]([C:23]3[CH:32]=[CH:31][C:26]([C:27]([O:29]C)=[O:28])=[CH:25][CH:24]=3)[C:18]=1[S:19][CH2:20][CH2:21][CH3:22])=[O:13])[CH2:8]2.[OH-].[Na+]>CO>[CH:1]12[CH2:10][CH:5]3[CH2:6][CH:7]([CH2:9][CH:3]([CH2:4]3)[CH:2]1[NH:11][C:12]([C:14]1[CH:15]=[N:16][N:17]([C:23]3[CH:32]=[CH:31][C:26]([C:27]([OH:29])=[O:28])=[CH:25][CH:24]=3)[C:18]=1[S:19][CH2:20][CH2:21][CH3:22])=[O:13])[CH2:8]2 |f:1.2|. Reported procedure: Methyl 4-[4-(2-adamantylcarbamoyl)-5-propylsulfanyl-pyrazol-1-yl]benzoate (190 mg, 0.42 mmol) (Intermediate #2) was dissolved in methanol (10 mL) and treated at ambient temperature with 2M aqueous sodium hydroxide solution (1.05 mL, 2.1 mmol). The mixture was stirred at ambient temperature for 18 h. and then heated to 65° C. for a further 2 h. Methanol was removed by evaporation under reduced pressure and the clear solution diluted with water (25 ml). 2M HCl was added to pH4 and the mixture extr... Reactants: BrCCCCCCC (1-bromoheptane), CC1=C(C(=CC=C1)C)NS(=O)(=O)CCN1C=NC=C1 (N-(2,6-dimethylphenyl)-2-[1H-imidazol-1-yl]ethane sulfonamide), O (H2O). Run in CN(C)C=O (DMF). Reaction conditions: time 10 hour. The product is [Br-].CC1=C(C(=CC=C1)C)NS(=O)(=O)CC[N+]1=CN(C=C1)CCCCCCC (1-[2-[(2,6-Dimethylphenyl)sulfamoyl]ethyl]-3-heptylimidazolium bromide). RXN SMILES: [Br:1][CH2:2][CH2:3][CH2:4][CH2:5][CH2:6][CH2:7][CH3:8].[CH3:9][C:10]1[CH:15]=[CH:14][CH:13]=[C:12]([CH3:16])[C:11]=1[NH:17][S:18]([CH2:21][CH2:22][N:23]1[CH:27]=[CH:26][N:25]=[CH:24]1)(=[O:20])=[O:19].O>CN(C=O)C>[Br-:1].[CH3:9][C:10]1[CH:15]=[CH:14][CH:13]=[C:12]([CH3:16])[C:11]=1[NH:17][S:18]([CH2:21][CH2:22][N+:23]1[CH:27]=[CH:26][N:25]([CH2:2][CH2:3][CH2:4][CH2:5][CH2:6][CH2:7][CH3:8])[CH:24]=1)(=[O:19])=[O:20] |f:4.5|. Reported procedure: Combine 3.46 g (0.019 mole) 1-bromoheptane and 5.16 g (0.018 mole) N-(2,6-dimethylphenyl)-2-[1H-imidazol-1-yl]ethane sulfonamide in 10 ml DMF and heat to 100° C. Follow progress of reaction by TLC on silica gel (acetonitrile:ammonium hydroxide, 9:1). After about 10 hours, allow reaction mixture to cool to room temperature. Pour the reaction mixture into 50 ml H2O and extract with 1×25 ml ether to give a white precipitate in the aqueous layer. Filter and recrystallize the precipitate from acetone...